This data is from the Open Reaction Database (ORD), a public repository of structured organic reaction records. The task is: describe an organic reaction: reactants, conditions, products, and yield Reactants: CC(C(O)O)(C)C (2,2-dimethylpropandiol), CN(C)C=O (DMF), C(C1=CC=CC=C1)Cl (benzyl chloride), ice water, [H-].[Na+] (sodium hydride), CN(C)C=O (DMF), [H][H] (hydrogen). Product: CC(CO)(COCC1=CC=CC=C1)C (2,2-Dimethyl-3-(phenylmethoxy)-propanol). Reaction SMILES: [H-].[Na+].[CH3:3][C:4]([CH3:9])([CH3:8])[CH:5]([OH:7])O.[H][H].[CH2:12](Cl)[C:13]1[CH:18]=[CH:17][CH:16]=[CH:15][CH:14]=1.CN(C=[O:24])C>>[CH3:3][C:4]([CH3:9])([CH2:5][O:7][CH2:12][C:13]1[CH:18]=[CH:17][CH:16]=[CH:15][CH:14]=1)[CH2:8][OH:24] |f:0.1|. Procedure details: A mixture of 29.0 g (1.2 moles) of sodium hydride and 200 ml of dry DMF was stirred under an atmosphere of N2 and cooled with an ice-water bath. A solution of 125 g (1.20 moles) of 2,2-dimethylpropandiol in 100 ml of dry DMF was added with stirring. After the hydrogen gas evolution ceased, 139 ml (1.20 moles) of benzyl chloride was added and the reaction mixture was stirred at room temperature overnight. The resulting reaction solution was poured into ice-water (300 ml) and the aqueous solution ...